Dataset: the Open Reaction Database (ORD), a public repository of structured organic reaction records. Task: describe an organic reaction: reactants, conditions, products, and yield The reactants are ice, ClC=1C=C(C=CC(=O)O)C=CC1O (3-chloro-4-hydroxy-cinnamic acid), C(C)(=O)OC(C)=O (acetic anhydride). Solvent: [OH-].[Na+] (sodium hydroxide). Product: C(C)(=O)OC1=C(C=C(C=CC(=O)O)C=C1)Cl (4-Acetoxy-3-chloro-cinnamic acid). Reaction SMILES: [Cl:1][C:2]1[CH:3]=[C:4]([CH:10]=[CH:11][C:12]=1[OH:13])[CH:5]=[CH:6][C:7]([OH:9])=[O:8].[C:14](OC(=O)C)(=[O:16])[CH3:15]>[OH-].[Na+]>[C:14]([O:13][C:12]1[CH:11]=[CH:10][C:4]([CH:5]=[CH:6][C:7]([OH:9])=[O:8])=[CH:3][C:2]=1[Cl:1])(=[O:16])[CH3:15] |f:2.3|. Procedure: 104 g (0.525 mol) of 3-chloro-4-hydroxy-cinnamic acid are dissolved in 530 ml of 2 N sodium hydroxide solution, 800 g of ice are added and 107 g (1.05 mols) of acetic anhydride are introduced dropwise over the course of 15 minutes at 0°-5° C., whilst stirring. The crystals which have precipitated are then filtered off, suction-dried and recrystallised from alcohol-water. 4-Acetoxy-3-chloro-cinnamic acid of melting point 210°-213° C. is obtained. The reactants are CC(C)(C)COc1cccc(CC2NC(=O)OC2c2cccc(Cl)c2)c1, CCO, [Na+], [OH-], O. The product is CC(C)(C)COc1cccc(CC(N)C(O)c2cccc(Cl)c2)c1. As a reaction SMILES: [CH2:1]([C:2]([CH3:3])([CH3:4])[CH3:5])[O:6][c:7]1[cH:8][c:9]([CH2:10][CH:11]2[NH:12][C:13](=[O:23])[O:14][CH:15]2[c:16]2[cH:17][c:18]([Cl:22])[cH:19][cH:20][cH:21]2)[cH:24][cH:25][cH:26]1.[CH3:29][CH2:30][OH:31].[Na+:28].[OH-:27].[OH2:32]>>[CH2:1]([C:2]([CH3:3])([CH3:4])[CH3:5])[O:6][c:7]1[cH:8][c:9]([CH2:10][CH:11]([NH2:12])[CH:15]([OH:14])[c:16]2[cH:17][c:18]([Cl:22])[cH:19][cH:20][cH:21]2)[cH:24][cH:25][cH:26]1.